This data is from the Open Reaction Database (ORD), a public repository of structured organic reaction records. The task is: describe an organic reaction: reactants, conditions, products, and yield Starting materials: [NH4+].[Cl-] (NH4Cl), aqueous solution, [OH-].[Na+] (NaOH), C(C)(C)(C)OC(=O)N[C@@H]1C[C@@H](CN(C1)C1=NC(=CC(=N1)C)NC1=CC=NN1)C(=O)OC (methyl cis-5-[(tert-butoxycarbonyl)amino]-1-[4-methyl-6-(1H-pyrazol-5-ylamino)pyrimidin-2-yl]piperidine-3-carboxylate). The solvent is CO (MeOH). Conditions: time 4 hour. Yields the product C(C)(C)(C)OC(=O)N[C@H]1C[C@@H](CN(C1)C1=NC(=CC(=N1)C)NC1=CC=NN1)C(=O)O (trans-5-[(tert-butoxycarbonyl)amino]-1-[4-methyl-6-(1H-pyrazol-5-ylamino)pyrimidin-2-yl]piperidine-3-carboxylic acid). RXN SMILES: [C:1]([O:5][C:6]([NH:8][C@H:9]1[CH2:14][N:13]([C:15]2[N:20]=[C:19]([CH3:21])[CH:18]=[C:17]([NH:22][C:23]3[NH:27][N:26]=[CH:25][CH:24]=3)[N:16]=2)[CH2:12][C@@H:11]([C:28]([O:30]C)=[O:29])[CH2:10]1)=[O:7])([CH3:4])([CH3:3])[CH3:2].[OH-].[Na+].[NH4+].[Cl-]>CO>[C:1]([O:5][C:6]([NH:8][C@@H:9]1[CH2:14][N:13]([C:15]2[N:20]=[C:19]([CH3:21])[CH:18]=[C:17]([NH:22][C:23]3[NH:27][N:26]=[CH:25][CH:24]=3)[N:16]=2)[CH2:12][C@@H:11]([C:28]([OH:30])=[O:29])[CH2:10]1)=[O:7])([CH3:4])([CH3:2])[CH3:3] |f:1.2,3.4|. Procedure: The crude carbamate was dissolved into MeOH (4 ml). 2 M aqueous solution of NaOH was added at room temperature. And the mixture was stirred at room temperature for 4 hours. After the addition of NH4Cl for neutrallization, the resulting reaction mixture was concentrated in vacuo. The residue was suspended into the mixed solvent of CHCl3/MeOH. The insoluble material was filtered off and the filtrate was concentrated again. The residue was purified with silica gel PTLC (eluent: CHCl3/MeOH=6/1) to g... Starting materials: O=C(Cl)OCc1ccccc1, NCCCCCC(=O)O, [Na+], [OH-], O. Yields the product O=C(O)CCCCCNC(=O)OCc1ccccc1. RXN SMILES: [Cl:10][C:11](=[O:12])[O:13][CH2:14][c:15]1[cH:16][cH:17][cH:18][cH:19][cH:20]1.[NH2:1][CH2:2][CH2:3][CH2:4][CH2:5][CH2:6][C:7](=[O:8])[OH:9].[Na+:23].[OH-:22].[OH2:21]>>[NH:1]([CH2:2][CH2:3][CH2:4][CH2:5][CH2:6][C:7](=[O:8])[OH:9])[C:11](=[O:12])[O:13][CH2:14][c:15]1[cH:16][cH:17][cH:18][cH:19][cH:20]1. Starting materials: O (water), C(C)(C)(C)OC(=O)N1CCNCC1 (1-t-butoxycarbonyl piperazine), ClCCCN1C(NC2=C1C=CC=C2)=O (1-(3-chloro propyl)-2,3-dihydro-1H-benzimidazol-2-one), C(C)(C)N(CC)C(C)C (diisopropylethylamine). Run in C(C)O (ethanol). Run at time 12 hour. The product is C(C)(C)(C)OC(=O)N1CCN(CC1)CCCN1C(NC2=C1C=CC=C2)=O (4-[3-(2-Oxo-2,3-dihydro-benzoimidazol-1-yl)-propyl]-piperazine-1-carboxylic acid tert-butyl-ester). Yield: 103.3%. Reaction SMILES: [C:1]([O:5][C:6]([N:8]1[CH2:13][CH2:12][NH:11][CH2:10][CH2:9]1)=[O:7])([CH3:4])([CH3:3])[CH3:2].Cl[CH2:15][CH2:16][CH2:17][N:18]1[C:22]2[CH:23]=[CH:24][CH:25]=[CH:26][C:21]=2[NH:20][C:19]1=[O:27].C(N(C(C)C)CC)(C)C.O>C(O)C>[C:1]([O:5][C:6]([N:8]1[CH2:13][CH2:12][N:11]([CH2:15][CH2:16][CH2:17][N:18]2[C:22]3[CH:23]=[CH:24][CH:25]=[CH:26][C:21]=3[NH:20][C:19]2=[O:27])[CH2:10][CH2:9]1)=[O:7])([CH3:4])([CH3:2])[CH3:3]. Reported procedure: A mixture of 5.0 gm of 1-t-butoxycarbonyl piperazine, 6.26 gm of 1-(3-chloro propyl)-2,3-dihydro-1H-benzimidazol-2-one (available from Janssen) and 4.16 gm diisopropylethylamine in 150 ml ethanol is kept for 12 hours at 80° C. Upon cooling to ambient temperature, 100 ml water is added and the mixture is extracted with chloroform (CHCl3) and the extract is collected, washed with 20 ml water and dried over Na2SO4. After removing the solvents, 10 gm of a yellowish oil is obtained which is used with... Starting materials: CS(=O)(=O)CC1=CC=C(C=N1)OC=1C=C2C=C(NC2=C(C1)OC1CCOCC1)C=1SC(CN1)CC(=O)O ({2-[5-({6-[(methylsulfonyl)methyl]pyridin-3-yl}oxy)-7-(tetrahydro-2H-pyran-4-yloxy)-1H-indol-2-yl]-4,5-dihydro-1,3-thiazol-5-yl}acetic acid), O.ON1N=NC2=C1C=CC=C2 (1-hydroxybenzotriazole monohydrate), Cl.C(C)N=C=NCCCN(C)C (1-ethyl-3-(3-dimethylaminopropyl)carbodiimide hydrochloride), N (ammonia). Run in CCCCCC (hexane), O (Water), C(C)(=O)OCC (ethyl acetate), CN(C=O)C (N,N-dimethylformamide). Reaction conditions: time 1 hour. Yields the product CS(=O)(=O)CC1=CC=C(C=N1)OC=1C=C2C=C(NC2=C(C1)OC1CCOCC1)C=1SC(CN1)CC(=O)N (2-{2-[5-({6-[(Methylsulfonyl)methyl]pyridin-3-yl}oxy)-7-(tetrahydro-2H-pyran-4-yloxy)-1H-indol-2-yl]-4,5-dihydro-1,3-thiazol-5-yl}acetamide). The yield is 68.1%. Reaction SMILES: [CH3:1][S:2]([CH2:5][C:6]1[N:11]=[CH:10][C:9]([O:12][C:13]2[CH:14]=[C:15]3[C:19](=[C:20]([O:22][CH:23]4[CH2:28][CH2:27][O:26][CH2:25][CH2:24]4)[CH:21]=2)[NH:18][C:17]([C:29]2[S:30][CH:31]([CH2:34][C:35](O)=[O:36])[CH2:32][N:33]=2)=[CH:16]3)=[CH:8][CH:7]=1)(=[O:4])=[O:3].O.O[N:40]1C2C=CC=CC=2N=N1.Cl.C(N=C=NCCCN(C)C)C.N>CN(C)C=O.CCCCCC.C(OCC)(=O)C.O>[CH3:1][S:2]([CH2:5][C:6]1[N:11]=[CH:10][C:9]([O:12][C:13]2[CH:14]=[C:15]3[C:19](=[C:20]([O:22][CH:23]4[CH2:24][CH2:25][O:26][CH2:27][CH2:28]4)[CH:21]=2)[NH:18][C:17]([C:29]2[S:30][CH:31]([CH2:34][C:35]([NH2:40])=[O:36])[CH2:32][N:33]=2)=[CH:16]3)=[CH:8][CH:7]=1)(=[O:4])=[O:3] |f:1.2,3.4|. Procedure: To a solution of {2-[5-({6-[(methylsulfonyl)methyl]pyridin-3-yl}oxy)-7-(tetrahydro-2H-pyran-4-yloxy)-1H-indol-2-yl]-4,5-dihydro-1,3-thiazol-5-yl}acetic acid (200 mg) in N,N-dimethylformamide (5 mL) were added 1-hydroxybenzotriazole monohydrate (84 mg), 1-ethyl-3-(3-dimethylaminopropyl)carbodiimide hydrochloride (105 mg), and 25% aqueous ammonia (2 mL), and the mixture was stirred at room temperature for 1 hr. Water was added to the reaction mixture, and the mixture was extracted with ethyl aceta... Reactants: CC(COC(C)CO)O (dipropylene glycol), C(CCCCCCC\C=C/CCCCCCCC)O (oleyl alcohol), C[C@]12CCC(=O)C=C1CC[C@@H]3[C@@H]2CC[C@]4([C@H]3CC[C@]4(C)O)C (methyltestosterone), [SiH2](O[*:2])[*:1] (polysiloxane), silicone, Starch, C(C=C)(=O)[O-] (acrylate), C[C@]12CC[C@@H]3C=4C=CC(=CC4CC[C@H]3[C@@H]1CC[C@@H]2O)O (estradiol), 42.3, polyacrylate. The solvent is C(C)(=O)OCC (ethyl acetate), C(C)(C)O (isopropyl alcohol), CCCCCC (hexane), C(C)(=O)OCC (ethyl acetate), C(C)(=O)OCC (ethyl acetate). Product: C[C@]12CC[C@@H]3C=4C=CC(=CC4CC[C@H]3[C@@H]1CC[C@@H]2O)O.C[C@]12CCC(=O)C=C1CC[C@@H]3[C@@H]2CC[C@]4([C@H]3CC[C@]4(C)O)C (estradiol methyltestosterone). Reaction SMILES: [CH3:1][C@@:2]12[C@H:12]3[CH2:13][CH2:14][C@:15]4([CH3:22])[C@:19]([OH:21])([CH3:20])[CH2:18][CH2:17][C@H:16]4[C@@H:11]3[CH2:10][CH2:9][C:8]1=[CH:7][C:5](=[O:6])[CH2:4][CH2:3]2.C[C@@]12[C@@H](O)CC[C@H]1[C@H]1[C@@H](C3C=CC(O)=CC=3CC1)CC2.C([O-])(=O)C=C.CC(O)COC(CO)C.C(O)CCCCCCC/C=C\CCCCCCCC>C(OCC)(=O)C.CCCCCC.C(O)(C)C>[CH3:22][C@@:15]12[C@@H:19]([OH:21])[CH2:18][CH2:17][C@H:16]1[C@H:11]1[C@@H:12]([C:2]3[CH:3]=[CH:4][C:5]([OH:6])=[CH:7][C:8]=3[CH2:9][CH2:10]1)[CH2:13][CH2:14]2.[CH3:1][C@@:2]12[C@H:12]3[CH2:13][CH2:14][C@:15]4([CH3:22])[C@:19]([OH:21])([CH3:20])[CH2:18][CH2:17][C@H:16]4[C@@H:11]3[CH2:10][CH2:9][C:8]1=[CH:7][C:5](=[O:6])[CH2:4][CH2:3]2 |f:8.9|. Procedure: An estradiol/methyltestosterone pressure-sensitive adhesive mixture was prepared by combining 4.0 parts of methyltestosterone and 1.1 parts of estradiol in a solution of 42.3 parts of CAB-381-0.1 with 38.0 parts each of isopropyl alcohol and ethyl acetate. Then 76.5 parts of a polysiloxane adhesive (BIO-PSA® Q7-4502, a silicone in ethyl acetate; Dow Corning Corporation, Medical Products, Midland, Mich.), 48.8 parts of a polyacrylate adhesive (DURO-TAK® 87-2510, an acrylate copolymer in ethyl ace...